From a dataset of the Open Reaction Database (ORD), a public repository of structured organic reaction records. describe an organic reaction: reactants, conditions, products, and yield The reactants are CN1CCOCC1 (N-methylmorpholine), C(C(C)(C)C)(=O)Cl (pivalyl chloride), C(C)(C)(C)OC(=O)N[C@@H](CC1=CC=C(C=C1)OC(C)(C)C)C(=O)O (N-(tert-butyloxycarbonyl)-O-(tert-butyl)-L-tyrosine), C1(=CC=CC=C1)CCCNC([C@H](N)CCSC)=O (N-(3-phenylpropyl)-D-methioninamide), CN1CCOCC1 (N-methylmorpholine). Solvent: O1CCCC1 (tetrahydrofuran), O1CCCC1 (tetrahydrofuran), C(C)(=O)OCC (Ethyl acetate), O1CCCC1 (tetrahydrofuran). Reaction conditions: temperature -20 celsius, time 10 minute. Product: C(C)(C)(C)OC(=O)N[C@@H](CC1=CC=C(C=C1)OC(C)(C)C)C(=O)N[C@H](CCSC)C(=O)NCCCC1=CC=CC=C1 ([N-(tert-butyloxycarbonyl)-O-(tert-butyl)-L-tyrosyl]-N-(3-phenylpropyl)-D-methioninamide). RXN SMILES: CN1CCOCC1.C(Cl)(=O)C(C)(C)C.[C:15]([O:19][C:20]([NH:22][C@H:23]([C:36]([OH:38])=O)[CH2:24][C:25]1[CH:30]=[CH:29][C:28]([O:31][C:32]([CH3:35])([CH3:34])[CH3:33])=[CH:27][CH:26]=1)=[O:21])([CH3:18])([CH3:17])[CH3:16].[C:39]1([CH2:45][CH2:46][CH2:47][NH:48][C:49](=[O:56])[C@@H:50]([CH2:52][CH2:53][S:54][CH3:55])[NH2:51])[CH:44]=[CH:43][CH:42]=[CH:41][CH:40]=1>O1CCCC1.C(OCC)(=O)C>[C:15]([O:19][C:20]([NH:22][C@H:23]([C:36]([NH:51][C@@H:50]([C:49]([NH:48][CH2:47][CH2:46][CH2:45][C:39]1[CH:40]=[CH:41][CH:42]=[CH:43][CH:44]=1)=[O:56])[CH2:52][CH2:53][S:54][CH3:55])=[O:38])[CH2:24][C:25]1[CH:30]=[CH:29][C:28]([O:31][C:32]([CH3:33])([CH3:35])[CH3:34])=[CH:27][CH:26]=1)=[O:21])([CH3:17])([CH3:18])[CH3:16]. Reported procedure: N-methylmorpholine (485 mg.), then a solution of pivalyl chloride (579 mg.) in tetrahydrofuran (5 ml.), were added to a solution of N-(tert-butyloxycarbonyl)-O-(tert-butyl)-L-tyrosine in tetrahydrofuran (35 ml.) maintained at -20° C., and the mixture was stirred at that temperature for about 10 minutes. A solution of N-(3-phenylpropyl)-D-methioninamide (1.50 g.) and N-methylmorpholine (485 mg.) in tetrahydrofuran (60 ml.) was then added, and stirring was continued at -20° C. for two hours and th...